From a dataset of the Open Reaction Database (ORD), a public repository of structured organic reaction records. describe an organic reaction: reactants, conditions, products, and yield Reactants: C(C1=CC=CC=C1)NC1CCC2=CC=C(C=C12)F (benzyl-(6-fluoroindan-1-yl)-amine). The reagents and catalysts are [Pd] (palladium on carbon). Solvent: C(C)O (ethanol), C(C)O (ethanol). Run at temperature 50 celsius, time 2 hour. Yields the product FC1=CC=C2CCC(C2=C1)N (6-fluoroindan-1-ylamine). Isolated yield 101.0%. RXN SMILES: C([NH:8][CH:9]1[C:17]2[C:12](=[CH:13][CH:14]=[C:15]([F:18])[CH:16]=2)[CH2:11][CH2:10]1)C1C=CC=CC=1>[Pd].C(O)C>[F:18][C:15]1[CH:16]=[C:17]2[C:12]([CH2:11][CH2:10][CH:9]2[NH2:8])=[CH:13][CH:14]=1. Procedure details: To a high-pressure flask, add 10% palladium on carbon (1.44 g) in ethanol (100 mL). Add a solution of benzyl-(6-fluoroindan-1-yl)-amine (14.44 g, 59.84 mmol) in ethanol (200 mL). Purge the chamber with nitrogen three times, and then with hydrogen three times. Stir vigorously under hydrogen (60 psi) at 50° C. for two hours. Filter the mixture through Celite® 521 and wash the solids with methanol. Concentrate the filtrate in vacuo to give the title compound as a light brown liquid (9.14 g, 100%). ... The reactants are ClCC(CC(=O)OCC)=O (ethyl 4-chloroacetoacetate), N(=[N+]=[N-])CCO (2-azidoethanol), [H-].[Na+] (sodium hydride), Cl (hydrochloric acid), ice. The solvent is O1CCCC1 (tetrahydrofuran), O1CCCC1 (tetrahydrofuran), O1CCCC1 (tetrahydrofuran), O (water), C(C)O (ethanol). Conditions: time 1 hour. The product is N(=[N+]=[N-])CCOCC(CC(=O)OCC)=O (ethyl 4-(2-azidoethoxy)acetoacetate). RXN SMILES: [N:1]([CH2:4][CH2:5][OH:6])=[N+:2]=[N-:3].[H-].[Na+].Cl[CH2:10][C:11](=[O:18])[CH2:12][C:13]([O:15][CH2:16][CH3:17])=[O:14].Cl>O1CCCC1.C(O)C.O>[N:1]([CH2:4][CH2:5][O:6][CH2:10][C:11](=[O:18])[CH2:12][C:13]([O:15][CH2:16][CH3:17])=[O:14])=[N+:2]=[N-:3] |f:1.2|. Reported procedure: A solution of 2-azidoethanol (160 g) in tetrahydrofuran (300 ml) was added over 40 minutes to a suspension of sodium hydride (114 g; 80% dispersion in oil) in tetrahydrofuran (500 ml). The mixture was stirred at room temperature for 1 hour and the ice-cooled solution treated with a solution of ethyl 4-chloroacetoacetate (276 g) in tetrahydrofuran (250 ml) dropwise over 2 hours. The mixture was stirred at room temperature for 16 hours, diluted with ethanol (150 ml), and the pH adjusted to 6-7 wit... Starting materials: CC(C)c1ccc(C#CC(O)C#Cc2ccccc2)cc1, ClCCl. Product: CC(C)c1ccc(C#CC(=O)C#Cc2ccccc2)cc1. RXN SMILES: [CH:1]([CH3:2])([CH3:3])[c:4]1[cH:5][cH:6][c:7]([C:10]#[C:11][CH:12]([C:13]#[C:14][c:15]2[cH:16][cH:17][cH:18][cH:19][cH:20]2)[OH:21])[cH:8][cH:9]1.[Cl:22][CH2:23][Cl:24]>>[CH:1]([CH3:2])([CH3:3])[c:4]1[cH:5][cH:6][c:7]([C:10]#[C:11][C:12]([C:13]#[C:14][c:15]2[cH:16][cH:17][cH:18][cH:19][cH:20]2)=[O:21])[cH:8][cH:9]1. The reactants are C(CC)I (propyl iodide), C(O)([O-])=O.[K+] (potassium hydrogen carbonate), C1CCC2C(C1)OCCOCCOC3CCCCC3OCCOCCO2 (dicyclohexano-18-crown-6), COC(CCCCCOC=1C=CC2=C(N(C(=N2)S)C2=CC=CC=C2)C1)=O (6-[[2-mercapto-1-phenyl-1H-benzimidazol-6-yl]oxy]hexanoic acid methyl ester). Run in CN(C=O)C (N,N-dimethylformamide). Reaction conditions: temperature 20 celsius, time 15 hour. Yields the product COC(CCCCCOC=1C=CC2=C(N(C(=N2)SCCC)C2=CC=CC=C2)C1)=O (6-[[1-Phenyl-2-propylmercapto-1H-benzimidazol-6-yl]oxy]hexanoic acid methyl ester). RXN SMILES: [CH3:1][O:2][C:3](=[O:26])[CH2:4][CH2:5][CH2:6][CH2:7][CH2:8][O:9][C:10]1[CH:11]=[CH:12][C:13]2[N:17]=[C:16]([SH:18])[N:15]([C:19]3[CH:24]=[CH:23][CH:22]=[CH:21][CH:20]=3)[C:14]=2[CH:25]=1.[CH2:27](I)[CH2:28][CH3:29].C(=O)([O-])O.[K+].C1CC2OCCOCCOC3C(OCCOCCOC2CC1)CCCC3>CN(C)C=O>[CH3:1][O:2][C:3](=[O:26])[CH2:4][CH2:5][CH2:6][CH2:7][CH2:8][O:9][C:10]1[CH:11]=[CH:12][C:13]2[N:17]=[C:16]([S:18][CH2:27][CH2:28][CH3:29])[N:15]([C:19]3[CH:20]=[CH:21][CH:22]=[CH:23][CH:24]=3)[C:14]=2[CH:25]=1 |f:2.3|. Procedure: 100 mg of 6-[[2-mercapto-1-phenyl-1H-benzimidazol-6-yl]oxy]hexanoic acid methyl ester was dissolved in 2 ml of N,N-dimethylformamide, mixed with 40 μl of propyl iodide, 57 mg of potassium hydrogen carbonate and 10 mg of dicyclohexano-18-crown-6, and the mixture was stirred for 15 hours at 20° C. It was filtered, and the filtrate was concentrated by evaporation in a vacuum. The residue was purified by column chromatography on silica gel. 103 mg was obtained. Reactants: C(C)(=O)OCC (ethyl acetate), ClN1C(CCC1=O)=O (N-chlorosuccinimide), NC1=CC(=C(C(=O)OC(C)(C)C)C=C1)F (tert-butyl 4-amino-2-fluorobenzoate). Run in [Cl-].[Na+].O (brine), CN(C=O)C (N,N-dimethylformamide), CN(C=O)C (N,N-dimethylformamide). Run at time 3 hour. The product is NC1=CC(=C(C(=O)OC(C)(C)C)C=C1Cl)F (tert-butyl 4-amino-5-chloro-2-fluorobenzoate), NC1=C(C(=C(C(=O)OC(C)(C)C)C=C1)F)Cl (tert-butyl 4-amino-3-chloro-2-fluorobenzoate). Isolated yield 28.0%. RXN SMILES: [Cl:1]N1C(=O)CCC1=O.[NH2:9][C:10]1[CH:22]=[CH:21][C:13]([C:14]([O:16][C:17]([CH3:20])([CH3:19])[CH3:18])=[O:15])=[C:12]([F:23])[CH:11]=1.C(OCC)(=O)C>CN(C)C=O.[Cl-].[Na+].O>[NH2:9][C:10]1[C:22]([Cl:1])=[CH:21][C:13]([C:14]([O:16][C:17]([CH3:19])([CH3:20])[CH3:18])=[O:15])=[C:12]([F:23])[CH:11]=1.[NH2:9][C:10]1[CH:22]=[CH:21][C:13]([C:14]([O:16][C:17]([CH3:19])([CH3:20])[CH3:18])=[O:15])=[C:12]([F:23])[C:11]=1[Cl:1] |f:4.5.6|. Procedure details: To a solution of N-chlorosuccinimide (950 mg, 7.1 mmol) in N,N-dimethylformamide (25 mL) was added dropwise a solution of tert-butyl 4-amino-2-fluorobenzoate (1.5 g, 7.1 mmol) in N,N-dimethylformamide (22 mL). The resulting mixture was stirred at room temperature for 3 hours and then brine solution (80 mL) and ethyl acetate (100 mL) were added. The organic phase was collected and washed three times with brine (50 mL). Combined organic phases were dried on magnesium sulphate and evaporated under ... The reactants are C(CCCC)C(=CC=O)CCCCC (3-pentyl-2-octenal), C(=O)(OC)C=P(C1=CC=CC=C1)(C1=CC=CC=C1)C1=CC=CC=C1 ((carbomethoxymethylene)triphenylphosphorane), ClCCl (dichloromethane). Run in C(Cl)(Cl)(Cl)Cl (carbon tetrachloride). Reaction SMILES: [CH2:1]([C:6]([CH2:10][CH2:11][CH2:12][CH2:13][CH3:14])=[CH:7][CH:8]=O)[CH2:2][CH2:3][CH2:4][CH3:5].[C:15]([CH:19]=P(C1C=CC=CC=1)(C1C=CC=CC=1)C1C=CC=CC=1)([O:17][CH3:18])=[O:16].ClCCl>C(Cl)(Cl)(Cl)Cl>[CH3:18][O:17][C:15](=[O:16])[CH:19]=[CH:8][CH:7]=[C:6]([CH2:10][CH2:11][CH2:12][CH2:13][CH3:14])[CH2:1][CH2:2][CH2:3][CH2:4][CH3:5]. Procedure details: As described in Example 99, 3-pentyl-2-octenal (7.85 g) was treated with (carbomethoxymethylene)triphenylphosphorane (15.3 g) in carbon tetrachloride (100 mL) containing dichloromethane (50 mL) for 3 days at room temperature. The usual work up furnished 10.1 g of 5-pentyl-2,4-decadienoic acid methyl ester which was then saponified in a refluxing mixture of methanol (40 mL) and 2N NaOH (30 mL). After 1 hour the acid was isolated in the usual way to give 8.15 g of 5-pentyl-2,4-decadienoic acid as ... Isolated yield 100.1%. Yields the product COC(C=CC=C(CCCCC)CCCCC)=O (5-pentyl-2,4-decadienoic acid methyl ester). The reactants are Cl (HCl), SC1=CC=C(C=C1)CO ((4-mercaptophenyl)methanol), NC1=NC(=C(C(=N1)O)Br)C (2-amino-5-bromo-6-methylpyrimidin-4-ol), C(=O)([O-])[O-].[K+].[K+] (K2CO3). Solvent: C(CO)O (ethylene glycol), O (water). Conditions: temperature 155 celsius. The product is NC1=NC(=C(C(=N1)O)SC1=CC=C(C=C1)CO)C (2-Amino-5-(4-(hydroxymethyl)phenylthio)-6-methylpyrimidin-4-ol). As a reaction SMILES: [SH:1][C:2]1[CH:7]=[CH:6][C:5]([CH2:8][OH:9])=[CH:4][CH:3]=1.[NH2:10][C:11]1[N:16]=[C:15]([OH:17])[C:14](Br)=[C:13]([CH3:19])[N:12]=1.C([O-])([O-])=O.[K+].[K+].Cl>C(O)CO.O>[NH2:10][C:11]1[N:16]=[C:15]([OH:17])[C:14]([S:1][C:2]2[CH:7]=[CH:6][C:5]([CH2:8][OH:9])=[CH:4][CH:3]=2)=[C:13]([CH3:19])[N:12]=1 |f:2.3.4|. Reported procedure: A stirred mixture of (4-mercaptophenyl)methanol (6.72 g), 2-amino-5-bromo-6-methylpyrimidin-4-ol (10.76 g) and K2CO3 (7.29 g) in ethylene glycol (120 ml) was heated at 155° C. for 9 h. After cooling the mixture was poured into water (500 ml) and neutralised with conc. HCl. The precipitate was filtered, washed with water then 50% EtOH/ether and dried to give the subtitle compound as a solid, 6.7 g. Starting materials: COC1=CC=C(CC=2C(=C(C(=C(C(=O)OC)C2)C=C)C)C)C=C1 (methyl 5-(4-methoxybenzyl)-3,4-dimethyl-2-vinylbenzoate), CC(=O)C (acetone), C(C)#N (acetonitrile), I(=O)(=O)(=O)[O-].[Na+] (sodium periodate). Reagents/catalysts: [Os]=O (osmium oxide), [Os]=O (osmium oxide). Run in O (water). Conditions: time 8 hour. Yields the product C(=O)C1=C(C(=O)OC)C=C(C(=C1C)C)CC1=CC=C(C=C1)OC (methyl 2-formyl-5-(4-methoxybenzyl)-3,4-dimethylbenzoate). RXN SMILES: [CH3:1][O:2][C:3]1[CH:23]=[CH:22][C:6]([CH2:7][C:8]2[C:9]([CH3:21])=[C:10]([CH3:20])[C:11]([CH:18]=C)=[C:12]([CH:17]=2)[C:13]([O:15][CH3:16])=[O:14])=[CH:5][CH:4]=1.CC(C)=[O:26].C(#N)C.I([O-])(=O)(=O)=O.[Na+]>[Os]=O.O>[CH:18]([C:11]1[C:10]([CH3:20])=[C:9]([CH3:21])[C:8]([CH2:7][C:6]2[CH:5]=[CH:4][C:3]([O:2][CH3:1])=[CH:23][CH:22]=2)=[CH:17][C:12]=1[C:13]([O:15][CH3:16])=[O:14])=[O:26] |f:3.4|. Procedure: To a solution of methyl 5-(4-methoxybenzyl)-3,4-dimethyl-2-vinylbenzoate (13.6 g) in a mixed solvent of acetone (135 mL)-acetonitrile (135 mL)-water (135 mL) were added osmium oxide (fixed catalyst I) (5.57 g) and sodium periodate (46.9 g), and the mixture was stirred overnight at room temperature. The reaction mixture was filtered, and the filtrate was extracted with ethyl acetate. The organic layer was washed with water and saturated brine, and dried over anhydrous magnesium sulfate, and the s... Starting materials: CCC(CC)C(c1ccc2nc(Br)sc2c1)n1ccnc1, O=C([O-])[O-], COCCOC, COC(=O)c1ccc(B(O)O)cc1, [K+], [K+], N#N, O, c1ccc(P(c2ccccc2)(c2ccccc2)[Pd](P(c2ccccc2)(c2ccccc2)c2ccccc2)(P(c2ccccc2)(c2ccccc2)c2ccccc2)P(c2ccccc2)(c2ccccc2)c2ccccc2)cc1. The product is CCC(CC)C(c1ccc2nc(-c3ccc(C(=O)OC)cc3)sc2c1)n1ccnc1. RXN SMILES: [Br:1][c:2]1[s:3][c:4]2[c:5]([n:6]1)[cH:7][cH:8][c:9]([CH:11]([CH:12]([CH2:13][CH3:14])[CH2:15][CH3:16])[n:17]1[cH:18][n:19][cH:20][cH:21]1)[cH:10]2.[C:35](=[O:36])([O-:37])[O-:38].[CH3:121][O:122][CH2:123][CH2:124][O:125][CH3:126].[CH3:22][O:23][C:24](=[O:25])[c:26]1[cH:27][cH:28][c:29]([B:32]([OH:33])[OH:34])[cH:30][cH:31]1.[K+:39].[K+:40].[N:41]#[N:42].[OH2:120].[cH:43]1[cH:44][cH:45][c:46]([P:47]([Pd:48]([P:49]([c:50]2[cH:51][cH:52][cH:53][cH:54][cH:55]2)([c:56]2[cH:57][cH:58][cH:59][cH:60][cH:61]2)[c:62]2[cH:63][cH:64][cH:65][cH:66][cH:67]2)([P:68]([c:69]2[cH:70][cH:71][cH:72][cH:73][cH:74]2)([c:75]2[cH:76][cH:77][cH:78][cH:79][cH:80]2)[c:81]2[cH:82][cH:83][cH:84][cH:85][cH:86]2)[P:87]([c:88]2[cH:89][cH:90][cH:91][cH:92][cH:93]2)([c:94]2[cH:95][cH:96][cH:97][cH:98][cH:99]2)[c:100]2[cH:101][cH:102][cH:103][cH:104][cH:105]2)([c:106]2[cH:107][cH:108][cH:109][cH:110][cH:111]2)[c:112]2[cH:113][cH:114][cH:115][cH:116][cH:117]2)[cH:118][cH:119]1>>[c:2]1(-[c:29]2[cH:28][cH:27][c:26]([C:24]([O:23][CH3:22])=[O:25])[cH:31][cH:30]2)[s:3][c:4]2[c:5]([n:6]1)[cH:7][cH:8][c:9]([CH:11]([CH:12]([CH2:13][CH3:14])[CH2:15][CH3:16])[n:17]1[cH:18][n:19][cH:20][cH:21]1)[cH:10]2.